This data is from the Open Reaction Database (ORD), a public repository of structured organic reaction records. The task is: describe an organic reaction: reactants, conditions, products, and yield The reactants are ClC1=CC=C(C=C1)C12N(C(C=3N(C1)C=CC3)=O)CCN2 (10a-(4-chlorophenyl)-2,3,10,10a-tetrahydro-1H,5H-imidazo[1,2-a]pyrrolo[1,2-d]pyrazin-5-one), dibrominated pyrrole, BrN1C(CCC1=O)=O (N-bromosuccinimide). Run in C1CCOC1 (THF). Conditions: time 1 hour. Product: BrC=1C=C2N(CC3(N(C2=O)CCN3)C3=CC=C(C=C3)Cl)C1 (7-bromo-10a-(4-chlorophenyl)-2,3,10,10a-tetrahydro-1H,5H-imidazo[1,2-a]pyrrolo[1,2-d]pyrazin-5-one), BrC1=CC=C2N1CC1(N(C2=O)CCN1)C1=CC=C(C=C1)Cl (8-bromo-10a-(4-chlorophenyl)-2,3,10,10a-tetrahydro-1H,5H-imidazo[1,2-a]pyrrolo[1,2-d]pyrazin-5-one). RXN SMILES: [Cl:1][C:2]1[CH:7]=[CH:6][C:5]([C:8]23[NH:20][CH2:19][CH2:18][N:9]2[C:10](=[O:17])[C:11]2[N:12]([CH:14]=[CH:15][CH:16]=2)[CH2:13]3)=[CH:4][CH:3]=1.[Br:21]N1C(=O)CCC1=O>C1COCC1>[Br:21][C:15]1[CH:16]=[C:11]2[C:10](=[O:17])[N:9]3[CH2:18][CH2:19][NH:20][C:8]3([C:5]3[CH:6]=[CH:7][C:2]([Cl:1])=[CH:3][CH:4]=3)[CH2:13][N:12]2[CH:14]=1.[Br:21][C:14]1[N:12]2[CH2:13][C:8]3([C:5]4[CH:6]=[CH:7][C:2]([Cl:1])=[CH:3][CH:4]=4)[NH:20][CH2:19][CH2:18][N:9]3[C:10](=[O:17])[C:11]2=[CH:16][CH:15]=1. Procedure details: To a solution of 10a-(4-chlorophenyl)-2,3,10,10a-tetrahydro-1H,5H-imidazo[1,2-a]pyrrolo[1,2-d]pyrazin-5-one (100 mg, 0.35 mmol) dissolved in THF (20 mL) was added N-bromosuccinimide (62 mg, 0.35 mmol) and the reaction mixture was stirred at room temperature for 1 h. LCMS analysis showed a mixture of mono brominated product (366/368 m/z), a small amount of dibrominated pyrrole (446 m/z) and debrominated starting material (288 m/z). The reaction mixture was partitioned with water (25 ml) and CH2CL...